Dataset: the Open Reaction Database (ORD), a public repository of structured organic reaction records. Task: describe an organic reaction: reactants, conditions, products, and yield Starting materials: IC1=CC=C(C=C1)S(=O)(=O)NC=1SC=CN1 (4-iodo-N-thiazol-2-yl-benzenesulfonamide), CC1(C2=CC=CC(=C2OC=2C(=CC=CC12)P(C1=CC=CC=C1)C1=CC=CC=C1)P(C1=CC=CC=C1)C1=CC=CC=C1)C (9,9-dimethyl-4,5-bis(diphenylphosphino)xanthene), NC1=CC(=NN1C)C(C)(C)C (5-amino-3-tert-butyl-1-methylpyrazole), CC(C)([O-])C.[Na+] (sodium tert-butoxide). The reagents and catalysts are C=1C=CC(=CC1)/C=C/C(=O)/C=C/C2=CC=CC=C2.C=1C=CC(=CC1)/C=C/C(=O)/C=C/C2=CC=CC=C2.C=1C=CC(=CC1)/C=C/C(=O)/C=C/C2=CC=CC=C2.[Pd].[Pd] (tris(dibenzylideneacetone)dipalladium(0)). Solvent: O1CCOCC1 (1,4-dioxane). Conditions: temperature 150 celsius. Product: C(C)(C)(C)C1=NN(C(=C1)NC1=CC=C(C=C1)S(=O)(=O)NC=1SC=CN1)C (4-(3-Tert-butyl-1-methyl-1H-pyrazol-5-ylamino)-N-(thiazol-2-yl)benzenesulfonamide). Yield: 76.6%. Reaction SMILES: I[C:2]1[CH:7]=[CH:6][C:5]([S:8]([NH:11][C:12]2[S:13][CH:14]=[CH:15][N:16]=2)(=[O:10])=[O:9])=[CH:4][CH:3]=1.CC1(C)C2C=CC=C(P(C3C=CC=CC=3)C3C=CC=CC=3)C=2OC2C1=CC=CC=2P(C1C=CC=CC=1)C1C=CC=CC=1.[NH2:59][C:60]1[N:64]([CH3:65])[N:63]=[C:62]([C:66]([CH3:69])([CH3:68])[CH3:67])[CH:61]=1.CC(C)([O-])C.[Na+]>O1CCOCC1.C1C=CC(/C=C/C(/C=C/C2C=CC=CC=2)=O)=CC=1.C1C=CC(/C=C/C(/C=C/C2C=CC=CC=2)=O)=CC=1.C1C=CC(/C=C/C(/C=C/C2C=CC=CC=2)=O)=CC=1.[Pd].[Pd]>[C:66]([C:62]1[CH:61]=[C:60]([NH:59][C:2]2[CH:7]=[CH:6][C:5]([S:8]([NH:11][C:12]3[S:13][CH:14]=[CH:15][N:16]=3)(=[O:10])=[O:9])=[CH:4][CH:3]=2)[N:64]([CH3:65])[N:63]=1)([CH3:69])([CH3:67])[CH3:68] |f:3.4,6.7.8.9.10|. Procedure details: To a mixture of 4-iodo-N-thiazol-2-yl-benzenesulfonamide (50 mg, 0.1 mmol, 1.0 equiv), tris(dibenzylideneacetone)dipalladium(0) (5 mg, 0.005 mmol, 0.04 equiv), 9,9-dimethyl-4,5-bis(diphenylphosphino)xanthene (10 mg, 0.0016 mmol, 0.12 equiv) and 5-amino-3-tert-butyl-1-methylpyrazole (25 mg, 0.16 mmol, 1.2 equiv) in 1.8 mL of anhydrous 1,4-dioxane was added sodium tert-butoxide (39 mg, 0.41 mmol, 3.0 equiv). The vial was capped, and the reaction mixture was heated 30 min at 150° C. in the microwav... Reactants: N\C(=C/C(=O)OCCC#N)\C (2-cyanoethyl 3-aminocrotonate), C(CC(=O)C)(=O)OCC=CC=1C=NC=CC1 ((3-(pyridine-3-yl)-2-propene-1-yl) acetoacetate), ClC=1C=C(C=O)C=CC1 (3-chlorobenzaldehyde). Solvent: CC(C)O (2-propanol). Yields the product ClC=1C=C(C=CC1)C1C(=C(NC(=C1C(=O)OCC=CC=1C=NC=CC1)C)C)C(=O)OCCC#N (5-(3-(pyridine-3-yl)-2-propene-1-yl) 3-(2-cyanoethyl) 4-(3-chlorophenyl)-2,6-dimethyl-1,4-dihydropyridine-3,5-dicarboxylate). RXN SMILES: [NH2:1]/[C:2](/[CH3:11])=[CH:3]\[C:4]([O:6][CH2:7][CH2:8][C:9]#[N:10])=[O:5].[C:12]([O:18][CH2:19][CH:20]=[CH:21][C:22]1[CH:23]=[N:24][CH:25]=[CH:26][CH:27]=1)(=[O:17])[CH2:13][C:14]([CH3:16])=O.[Cl:28][C:29]1[CH:30]=[C:31]([CH:34]=[CH:35][CH:36]=1)[CH:32]=O>CC(O)C>[Cl:28][C:29]1[CH:30]=[C:31]([CH:32]2[C:13]([C:12]([O:18][CH2:19][CH:20]=[CH:21][C:22]3[CH:23]=[N:24][CH:25]=[CH:26][CH:27]=3)=[O:17])=[C:14]([CH3:16])[NH:1][C:2]([CH3:11])=[C:3]2[C:4]([O:6][CH2:7][CH2:8][C:9]#[N:10])=[O:5])[CH:34]=[CH:35][CH:36]=1. Procedure details: 387 mg (2.51 mmol) of 2-cyanoethyl 3-aminocrotonate, 547 mg (2.49 mmol) of (3-(pyridine-3-yl)-2-propene-1-yl) acetoacetate, and 0.285 ml (2.51 mmol) of 3-chlorobenzaldehyde were heated at 80° C. under stirring in 20 ml of 2-propanol overnight. 2-Propanol was evaporated under reduced pressure, and the residue was purified by the silica gel chromatography (chloroform/methanol=100:1) to obtain the title compound.